describe an organic reaction: reactants, conditions, products, and yield From a dataset of the Open Reaction Database (ORD), a public repository of structured organic reaction records. Reactants: C(C1=CC=CC=C1)(=O)NC=1SC[C@H]2[C@@](N1)(COC2)C=2C=C(C=CC2F)NC(C2=NC=C(C=C2)F)=O (N-(3-((4aS,7aS)-2-benzamido-4a,5,7,7a-tetrahydro-4H-furo[3,4-d][1,3]thiazin-7a-yl)-4-fluorophenyl)-5-fluoropicolinamide), CO[NH3+].[Cl-] (o-methylhydroxylamine hydrochloride), N1=CC=CC=C1 (pyridine). Run in C(C)O (ethanol). Conditions: time 5 minute. Yields the product NC=1SC[C@H]2[C@@](N1)(COC2)C=2C=C(C=CC2F)NC(C2=NC=C(C=C2)F)=O (N-(3-((4aS,7aS)-2-Amino-4a,5,7,7a-tetrahydro-4H-furo[3,4-d][1,3]thiazin-7a-yl)-4-fluorophenyl)-5-fluoropicolinamide). Yield: 108.6%. Reaction SMILES: C([NH:9][C:10]1[S:11][CH2:12][C@@H:13]2[CH2:18][O:17][CH2:16][C@:14]2([C:19]2[CH:20]=[C:21]([NH:26][C:27](=[O:35])[C:28]3[CH:33]=[CH:32][C:31]([F:34])=[CH:30][N:29]=3)[CH:22]=[CH:23][C:24]=2[F:25])[N:15]=1)(=O)C1C=CC=CC=1.CO[NH3+].[Cl-].N1C=CC=CC=1>C(O)C>[NH2:9][C:10]1[S:11][CH2:12][C@@H:13]2[CH2:18][O:17][CH2:16][C@:14]2([C:19]2[CH:20]=[C:21]([NH:26][C:27](=[O:35])[C:28]3[CH:33]=[CH:32][C:31]([F:34])=[CH:30][N:29]=3)[CH:22]=[CH:23][C:24]=2[F:25])[N:15]=1 |f:1.2|. Procedure: A solution of N-(3-((4aS,7aS)-2-benzamido-4a,5,7,7a-tetrahydro-4H-furo[3,4-d][1,3]thiazin-7a-yl)-4-fluorophenyl)-5-fluoropicolinamide (23.7 g 40.8 mmol), o-methylhydroxylamine hydrochloride (34.4 g, 412 mmol) and pyridine (33.3 mL) in ethanol (735 mL) is heated to 50° C. for 4 h. The mixture is concentrated. The residue is washed twice with methyl tert-butyl ether (2×250 mL) and poured into a saturated aqueous solution of sodium bicarbonate (453 mL). The suspension is shaken for 5 min and extrac... The reactants are O=C=NCCCl, Cc1cc(Cl)ccc1N. The product is Cc1cc(Cl)ccc1NC(=O)NCCCl. As a reaction SMILES: [Cl:1][CH2:2][CH2:3][N:4]=[C:5]=[O:6].[Cl:7][c:8]1[cH:9][c:10]([CH3:15])[c:11]([NH2:12])[cH:13][cH:14]1>>[Cl:1][CH2:2][CH2:3][NH:4][C:5](=[O:6])[NH:12][c:11]1[c:10]([CH3:15])[cH:9][c:8]([Cl:7])[cH:14][cH:13]1. The reactants are ClC1=CC=C(C=C1)C1C(NC2=C(S1)C=CC1=CC=CC=C12)=O (3-(4-chlorophenyl)-1H-naphtho[2,1-b][1,4]thiazin-2(3H)-one), [BH4-].[Na+] (sodium borohydride), ice water, Cl (hydrochloric acid), Cl (hydrochloric acid), C([O-])([O-])=O.[K+].[K+] (potassium carbonate). Solvent: O1CCCC1 (tetrahydrofuran), CO (methanol). The product is ClC1=CC=C(C=C1)C1CNC2=C(S1)C=CC1=CC=CC=C12 (3-(4-chlorophenyl)-2,3-dihydro-1H-naphtho[2,1-b][1,4]thiazine). Isolated yield 87.8%. RXN SMILES: [Cl:1][C:2]1[CH:7]=[CH:6][C:5]([CH:8]2[S:13][C:12]3[CH:14]=[CH:15][C:16]4[C:21]([C:11]=3[NH:10][C:9]2=O)=[CH:20][CH:19]=[CH:18][CH:17]=4)=[CH:4][CH:3]=1.[BH4-].[Na+].Cl.C(=O)([O-])[O-].[K+].[K+]>O1CCCC1.CO>[Cl:1][C:2]1[CH:3]=[CH:4][C:5]([CH:8]2[S:13][C:12]3[CH:14]=[CH:15][C:16]4[C:21]([C:11]=3[NH:10][CH2:9]2)=[CH:20][CH:19]=[CH:18][CH:17]=4)=[CH:6][CH:7]=1 |f:1.2,4.5.6|. Reported procedure: To a solution of 3-(4-chlorophenyl)-1H-naphtho[2,1-b][1,4]thiazin-2(3H)-one (38.45 g) and sodium borohydride (22.32 g) in tetrahydrofuran (1.0 liter) is added dropwise with stirring boron trifluoride etherate complex (100 ml) at room temperature, and the mixture is refluxed for 2 hours. After cooling, to the mixture are added methanol (200 ml), 10% hydrochloric acid (300 ml) and conc. hydrochloric acid (150 ml) in this order and the mixture is further refluxed for 4 hours. To the reaction mixtur... The reactants are C(C)(C)(C)OC(=O)N1CCS(CC(C1)=O)(=O)=O (4-N-(t-Butyloxycarbonyl)-1,1-dioxo -2,3,4,5,6,7-hexahydro-1,4-thiazepin-6-one), ClC1=C(C=O)C=CC=C1Cl (2,3-dichlorobenzaldehyde), N\C(=C/C(=O)OCCO)\C (2-hydroxyethyl 3-aminocrotonate). Solvent: C(C)O (ethanol). Product: C(C)(C)(C)OC(=O)N1CCS(C2C(C1)(NC(=C(C2C2=C(C(=CC=C2)Cl)Cl)C(=O)OCCO)C)O)(=O)=O (2-Hydroxyethyl 4-t-Butyloxycarbonyl-9-(2,3-dichlorophenyl)-1,1-dioxo-5a-hydroxy -2,3,4,5,5a,6,9,9a-octahydro-7-methylpyrido -[2,3-f][1,4]thiazepine-8-carboxylate). Isolated yield 34.6%. As a reaction SMILES: [C:1]([O:5][C:6]([N:8]1[CH2:14][C:13](=[O:15])[CH2:12][S:11](=[O:17])(=[O:16])[CH2:10][CH2:9]1)=[O:7])([CH3:4])([CH3:3])[CH3:2].[Cl:18][C:19]1[C:26]([Cl:27])=[CH:25][CH:24]=[CH:23][C:20]=1[CH:21]=O.[NH2:28]/[C:29](/[CH3:37])=[CH:30]\[C:31]([O:33][CH2:34][CH2:35][OH:36])=[O:32]>C(O)C>[C:1]([O:5][C:6]([N:8]1[CH2:14][C:13]2([OH:15])[NH:28][C:29]([CH3:37])=[C:30]([C:31]([O:33][CH2:34][CH2:35][OH:36])=[O:32])[CH:21]([C:20]3[CH:23]=[CH:24][CH:25]=[C:26]([Cl:27])[C:19]=3[Cl:18])[CH:12]2[S:11](=[O:16])(=[O:17])[CH2:10][CH2:9]1)=[O:7])([CH3:4])([CH3:2])[CH3:3]. Reported procedure: A mixture of 4-N-(t-butyloxycarbonyl)-1,1-dioxo -2,3,4,5,6,7-hexahydro-1,4-thiazepine-6-one (9.06 g, 34.5 mmole) from Example 6, 2,3-dichlorobenzaldehyde (6.03 g, 34.5 mmole) and 2-hydroxyethyl 3-aminocrotonate (5.00 g, 34.5 mmole) was heated to reflux in 200 mL of ethanol for 24 hours. The ethanol was removed under reduced pressure and the residue was heated in refluxing toluene for 2 hours. After cooling a precipitate was filtered to give 6.75 g of the title compound. Evaporation of the filtra...